Dataset: the Open Reaction Database (ORD), a public repository of structured organic reaction records. Task: describe an organic reaction: reactants, conditions, products, and yield Reactants: CN(C)C=O, ClCc1nsc(Cl)n1, [H-], N=C(N)N, [Na+], O=[N+]([O-])[O-], O. Product: N=C(N)Nc1nc(CCl)ns1. Reaction SMILES: [CH3:20][N:21]([CH3:22])[CH:23]=[O:24].[Cl:11][c:12]1[n:13][c:14]([CH2:17][Cl:18])[n:15][s:16]1.[H-:9].[NH2:1][C:2]([NH2:3])=[NH:4].[Na+:10].[O-:5][N+:6](=[O:7])[O-:8].[OH2:19]>>[NH:1]=[C:2]([NH2:3])[NH:4][c:12]1[n:13][c:14]([CH2:17][Cl:18])[n:15][s:16]1. Reactants: O=C1CC(=O)CC(c2ccccc2F)C1, O, O=[N+]([O-])O, O=S(=O)(O)O. Product: O=C1CC(=O)CC(c2cc([N+](=O)[O-])ccc2F)C1. Reaction SMILES: [F:1][c:2]1[c:3]([CH:8]2[CH2:9][C:10](=[O:15])[CH2:11][C:12](=[O:14])[CH2:13]2)[cH:4][cH:5][cH:6][cH:7]1.[OH2:20].[OH:16][N+:17]([O-:18])=[O:19].[S:21](=[O:22])(=[O:23])([OH:24])[OH:25]>>[F:1][c:2]1[c:3]([CH:8]2[CH2:9][C:10](=[O:15])[CH2:11][C:12](=[O:14])[CH2:13]2)[cH:4][c:5]([N+:17](=[O:16])[O-:18])[cH:6][cH:7]1. Yields the product O=C(O)CCNC(=O)c1ccc(C(CCC(F)(F)F)Nc2ccc(-n3cc(C(F)(F)F)cn3)nc2)cc1. As a reaction SMILES: [CH3:47][OH:48].[F:1][C:2]([CH2:3][CH2:4][CH:5]([NH:6][c:7]1[cH:8][n:9][c:10](-[n:13]2[n:14][cH:15][c:16]([C:18]([F:19])([F:20])[F:21])[cH:17]2)[cH:11][cH:12]1)[c:22]1[cH:23][cH:24][c:25]([C:26](=[O:27])[NH:28][CH2:29][CH2:30][C:31](=[O:32])[O:33][CH2:34][CH3:35])[cH:36][cH:37]1)([F:38])[F:39].[Li+:45].[O:40]1[CH2:41][CH2:42][CH2:43][CH2:44]1.[OH-:46]>>[F:1][C:2]([CH2:3][CH2:4][CH:5]([NH:6][c:7]1[cH:8][n:9][c:10](-[n:13]2[n:14][cH:15][c:16]([C:18]([F:19])([F:20])[F:21])[cH:17]2)[cH:11][cH:12]1)[c:22]1[cH:23][cH:24][c:25]([C:26](=[O:27])[NH:28][CH2:29][CH2:30][C:31](=[O:32])[OH:33])[cH:36][cH:37]1)([F:38])[F:39]. Starting materials: CO, CCOC(=O)CCNC(=O)c1ccc(C(CCC(F)(F)F)Nc2ccc(-n3cc(C(F)(F)F)cn3)nc2)cc1, [Li+], C1CCOC1, [OH-].